From a dataset of the Open Reaction Database (ORD), a public repository of structured organic reaction records. describe an organic reaction: reactants, conditions, products, and yield Starting materials: [BH4-], COC(=O)C1C(c2ccc(F)c(C)c2)=CCCC1(C)C, CO, [Na+], O. Product: COC(=O)C1C(c2ccc(F)c(C)c2)=CC(O)CC1(C)C. As a reaction SMILES: [BH4-:21].[CH3:1][C:2]1([CH3:20])[CH:3]([C:16](=[O:17])[O:18][CH3:19])[C:4]([c:8]2[cH:9][c:10]([CH3:15])[c:11]([F:14])[cH:12][cH:13]2)=[CH:5][CH2:6][CH2:7]1.[CH3:23][OH:24].[Na+:22].[OH2:25]>>[CH3:1][C:2]1([CH3:20])[CH:3]([C:16](=[O:17])[O:18][CH3:19])[C:4]([c:8]2[cH:9][c:10]([CH3:15])[c:11]([F:14])[cH:12][cH:13]2)=[CH:5][CH:6]([OH:24])[CH2:7]1. The reactants are C(C)NCC(C)N1C2=CC=CC=C2SC=2C=CC(=CC12)C#N (10-(1-ethylamino-2-propyl)-2-phenothiazinecarbonitrile), C([O-])([O-])=O.[Na+].[Na+] (sodium carbonate), ICC (iodoethane). The solvent is CN(C=O)C (dimethylformamide). Conditions: temperature 150 celsius. Product: C(C)N(CC(C)N1C2=CC=CC=C2SC=2C=CC(=CC12)C#N)CC (10-(1-diethylamino-2-propyl)-2-phenothiazinecarbonitrile). Reaction SMILES: [CH2:1]([NH:3][CH2:4][CH:5]([N:7]1[C:20]2[CH:19]=[C:18]([C:21]#[N:22])[CH:17]=[CH:16][C:15]=2[S:14][C:13]2[C:8]1=[CH:9][CH:10]=[CH:11][CH:12]=2)[CH3:6])[CH3:2].C(=O)([O-])[O-].[Na+].[Na+].I[CH2:30][CH3:31]>CN(C)C=O>[CH2:1]([N:3]([CH2:30][CH3:31])[CH2:4][CH:5]([N:7]1[C:20]2[CH:19]=[C:18]([C:21]#[N:22])[CH:17]=[CH:16][C:15]=2[S:14][C:13]2[C:8]1=[CH:9][CH:10]=[CH:11][CH:12]=2)[CH3:6])[CH3:2] |f:1.2.3|. Reported procedure: A mixture of 10-(1-ethylamino-2-propyl)-2-phenothiazinecarbonitrile acid fumarate, D series (4 g), sodium carbonate (1.32 g) and iodoethane (1 cc) in dimethylformamide (50 cc) is heated to a temperature in the region of 150° C. for 6 hours. After cooling, the reaction mixture is concentrated to dryness (30 m Hg; 4 kPa) at 50° C. and the residue is taken up with ethyl acetate (100 cc) and washed successively with distilled water (50 cc) and with saturated aqueous sodium chloride solution (50 cc).... Procedure: A suspension of 1.2 g (50 mmol) of 60% sodium hydride in 100 ml of anhydrous DMF was prepared. A solution of 9.2 g (45.3 mmol) of methyl 4,7-dimethylindole-2-carboxylate in 150 ml of anhydrous DMF was added dropwise thereto over a period of 1 hour. The reaction mixture was stirred at room temperature for 1 hour and then cooled to 0° C. A solution of 6.25 ml (50.0 mmol) of phenyl chlorocarbonate in 20 ml of anhydrous DMF was added dropwise over a period of 30 minutes. The reaction mixture was sti... Reactants: CC1=C2C=C(NC2=C(C=C1)C)C(=O)OC (methyl 4,7-dimethylindole-2-carboxylate), C(OC1=CC=CC=C1)(=O)Cl (phenyl chlorocarbonate), ice water, [H-].[Na+] (sodium hydride). Run at time 1 hour. RXN SMILES: [H-].[Na+].[CH3:3][C:4]1[CH:12]=[CH:11][C:10]([CH3:13])=[C:9]2[C:5]=1[CH:6]=[C:7]([C:14]([O:16][CH3:17])=[O:15])[NH:8]2.[C:18](Cl)(=[O:26])[O:19][C:20]1[CH:25]=[CH:24][CH:23]=[CH:22][CH:21]=1>CN(C=O)C>[CH3:3][C:4]1[CH:12]=[CH:11][C:10]([CH3:13])=[C:9]2[C:5]=1[CH:6]=[C:7]([C:14]([O:16][CH3:17])=[O:15])[N:8]2[C:18]([O:19][C:20]1[CH:25]=[CH:24][CH:23]=[CH:22][CH:21]=1)=[O:26] |f:0.1|. Solvent: CN(C)C=O (DMF), CN(C)C=O (DMF), CN(C)C=O (DMF). Isolated yield 10.2%. Product: CC1=C2C=C(N(C2=C(C=C1)C)C(=O)OC1=CC=CC=C1)C(=O)OC (methyl 4,7-dimethyl-1-(phenoxy-carbonyl)indole-2-carboxylate). Starting materials: C1CCOC1, CCOC(=O)COc1ccc(Cl)nc1, O. The product is O=C(O)COc1ccc(Cl)nc1. As a reaction SMILES: [CH2:15]1[O:16][CH2:17][CH2:18][CH2:19]1.[CH2:1]([CH3:2])[O:3][C:4]([CH2:5][O:6][c:7]1[cH:8][n:9][c:10]([Cl:13])[cH:11][cH:12]1)=[O:14].[OH2:20]>>[O:3]=[C:4]([CH2:5][O:6][c:7]1[cH:8][n:9][c:10]([Cl:13])[cH:11][cH:12]1)[OH:14]. Starting materials: OO (H2O2), ClC1=CC(=C2C(C(NC2=C1OC)=O)=O)C(F)(F)F (6-Chloro-7-methoxy-4-trifluoromethylisatin), [OH-].[Na+] (NaOH), OO (Hydrogen peroxide), [OH-].[Na+] (NaOH), C(C)(=O)O (Acetic acid). Run in O (H2O). Reaction conditions: time 15 minute. The product is ClC=1C(=C(C(C(=O)O)=C(C1)C(F)(F)F)N)OC (4-Chloro-3-methoxy-6-trifluoromethylanthranilic acid). Isolated yield 40.3%. Reaction SMILES: [Cl:1][C:2]1[C:10]([O:11][CH3:12])=[C:9]2[C:5]([C:6](=[O:14])C(=O)[NH:8]2)=[C:4]([C:15]([F:18])([F:17])[F:16])[CH:3]=1.[OH-].[Na+].OO.C(O)(=[O:25])C>O>[Cl:1][C:2]1[C:10]([O:11][CH3:12])=[C:9]([NH2:8])[C:5](=[C:4]([C:15]([F:18])([F:17])[F:16])[CH:3]=1)[C:6]([OH:14])=[O:25] |f:1.2|. Procedure: 6-Chloro-7-methoxy-4-trifluoromethylisatin (13 mg, 0.046 mmol) was dissolved in NaOH (0.68M, 0.20 mL, 0.13 mmol) and H2O (0.20 mL) and then cooled to +7 C. Hydrogen peroxide (30%, 14 L, 0.14 mmol) dissolved in NaOH (0.68M, 0.49 mL, 0.33 mmol) was added dropwise during 1 min. The reaction mixture was stirred for 1 h 15 min at room temperature. Additional H2O2 (10 L) was added at 7 C. and then stirring was continued at room temperature for 2 h. Acetic acid (54 L, 0.94 mmol) was added, but no preci... The reactants are [H-].[Na+] (sodium hydride), S(=O)(=O)(C1=CC=C(C)C=C1)Cl (Tosyl chloride), C(C)(=O)OCC (Ethyl acetate), BrC=1C=C2C(=NC1)NC=C2I (5-Bromo-3-iodo-1H-pyrrolo[2,3-b]pyridine). Solvent: CN(C)C=O (DMF), CCCCCC (hexane), CN(C)C=O (DMF), CN(C)C=O (DMF). Run at time 30 minute. Yields the product BrC=1C=C2C(=NC1)N(C=C2I)S(=O)(=O)C2=CC=C(C)C=C2 (5-bromo-3-iodo-1-tosyl-1H-pyrrolo[2,3-b]pyridine). Yield: 96.3%. As a reaction SMILES: [Br:1][C:2]1[CH:3]=[C:4]2[C:10]([I:11])=[CH:9][NH:8][C:5]2=[N:6][CH:7]=1.[H-].[Na+].[S:14](Cl)([C:17]1[CH:23]=[CH:22][C:20]([CH3:21])=[CH:19][CH:18]=1)(=[O:16])=[O:15].C(OCC)(=O)C>CN(C=O)C.CCCCCC>[Br:1][C:2]1[CH:3]=[C:4]2[C:10]([I:11])=[CH:9][N:8]([S:14]([C:17]3[CH:23]=[CH:22][C:20]([CH3:21])=[CH:19][CH:18]=3)(=[O:16])=[O:15])[C:5]2=[N:6][CH:7]=1 |f:1.2|. Reported procedure: 5-Bromo-3-iodo-1H-pyrrolo[2,3-b]pyridine (7 g, 21.6 mmol) dissolved in dry DMF (50 ml) was added drop wise to a stirred slurry of sodium hydride (1.73 g, 43.2 mmol) in dry DMF (20 ml) at 0° C. and stirred for 30 min. Tosyl chloride (6.15 g, 32.4 mmol) dissolved in dry DMF (14 ml) and added slowly to the above reaction mixture and the reaction temperature was brought to RT and stirred for 30 min. The reaction was monitored by TLC (15% Ethyl acetate in hexane). The reaction mixture was quenched wi... Reactants: C(C)(C)(C)OC(=O)N1CC(CC1)N1C(NC(C=C1)=O)=O (3-(2, 4-Dioxo-3,4-dihydro-2H-pyrimidine-1-yl)-pyrrolidine-1-carboxylic acid tert-butyl ester), BrN1C(CCC1=O)=O (N-bromosuccinimide). The solvent is CN(C)C=O (DMF). Run at time 3.5 hour. Yields the product C(C)(C)(C)OC(=O)N1CC(CC1)N1C(NC(C(=C1)Br)=O)=O (3-(5-Bromo-2,4-Dioxo-3,4-dihydro-2H-pyrimidine-1-yl)-pyrrolidine-1-carboxylic acid tert-butyl ester). RXN SMILES: [C:1]([O:5][C:6]([N:8]1[CH2:12][CH2:11][CH:10]([N:13]2[CH:18]=[CH:17][C:16](=[O:19])[NH:15][C:14]2=[O:20])[CH2:9]1)=[O:7])([CH3:4])([CH3:3])[CH3:2].[Br:21]N1C(=O)CCC1=O>CN(C=O)C>[C:1]([O:5][C:6]([N:8]1[CH2:12][CH2:11][CH:10]([N:13]2[CH:18]=[C:17]([Br:21])[C:16](=[O:19])[NH:15][C:14]2=[O:20])[CH2:9]1)=[O:7])([CH3:4])([CH3:2])[CH3:3]. Procedure: To a mixture of 4 (0.6 g, 2.13 mmol) and N-bromosuccinimide (0.456 g, 2.56 mmol) was added DMF (15 mL) and stirred at ambient temperature for 3-4 h. The solution was partitioned between ethyl acetate (50 mL) and 10% Na2S2O3 (40 mL). Organic layer was separated, washed with brine (3×50 mL), dried (anhydrous Na2SO4) and concentrated under reduced pressure. The crude material was purified by flash chromatography over silica gel (70% ethyl acetate-dichloromethane) to give pure 5. The reactants are [K].C(C1=CC=CC=C1)OC1=C(C=CC(=C1)CC(C(C1=CC=CC=C1)=O)C)N1CC(NS1(=O)=O)=O (5-[2-benzyloxy-4-(2-methyl-3-oxo-3-phenylpropyl)-phenyl]-1,1-dioxo-1,2,5-thiadiazolidin-3-one potassium salt). Reagents/catalysts: [Pd] (Pd/C). Solvent: CCO.O (EtOH water). Run at time 4 hour. Product: OC1=C(C=CC(=C1)CC(C(C1=CC=CC=C1)O)C)N1CC(NS1(=O)=O)=O (5-[2-Hydroxy-4-(3-hydroxy-2-methyl-3-phenylpropyl)-phenyl]-1,1-dioxo-1,2,5-thiadiazolidin-3-one). RXN SMILES: [K].C([O:9][C:10]1[CH:15]=[C:14]([CH2:16][CH:17]([CH3:26])[C:18](=[O:25])[C:19]2[CH:24]=[CH:23][CH:22]=[CH:21][CH:20]=2)[CH:13]=[CH:12][C:11]=1[N:27]1[S:31](=[O:33])(=[O:32])[NH:30][C:29](=[O:34])[CH2:28]1)C1C=CC=CC=1>CCO.O.[Pd]>[OH:9][C:10]1[CH:15]=[C:14]([CH2:16][CH:17]([CH3:26])[CH:18]([OH:25])[C:19]2[CH:20]=[CH:21][CH:22]=[CH:23][CH:24]=2)[CH:13]=[CH:12][C:11]=1[N:27]1[S:31](=[O:33])(=[O:32])[NH:30][C:29](=[O:34])[CH2:28]1 |f:0.1,2.3,^1:0|. Reported procedure: To a solution of 5-[2-benzyloxy-4-(2-methyl-3-oxo-3-phenylpropyl)-phenyl]-1,1-dioxo-1,2,5-thiadiazolidin-3-one potassium salt (Example 246, step C) in 5 mL of EtOH/water (1:1)) is added 15 mg of Degussa Pd/C and the resulting mixture is hydrogenated at 1 atm for 4 h. The catalyst is filtered through Celite and the solvent is removed under reduced pressure. The residue is purified by preparative HPLC to give the title compound: (M−1)−=375.